Dataset: the Open Reaction Database (ORD), a public repository of structured organic reaction records. Task: describe an organic reaction: reactants, conditions, products, and yield Reactants: B(O)O.FC1=CC=C(OC2=CC=C(C=C2)CC(O)(C)C(C)(C)O)C=C1 (4-(4′-fluorophenoxy)phenyl pinacol boronate), B(O)O.FC1=CC=C(OC2=CC=C(C=C2)CC(O)(C)C(C)(C)O)C=C1 (4-(4′-fluorophenoxy)phenyl pinacol boronate), ClC1=NC(=CC(=C1)Cl)Cl (2,4,6-trichloropyridine), ClC1=NC(=CC(=C1)Cl)Cl (2,4,6-trichloropyridine), C([O-])([O-])=O.[Na+].[Na+] (sodium carbonate), solution, C(OC)COC (dimethoxyethane). Reagents/catalysts: Cl[Pd]([P](C1=CC=CC=C1)(C2=CC=CC=C2)C3=CC=CC=C3)([P](C4=CC=CC=C4)(C5=CC=CC=C5)C6=CC=CC=C6)Cl (PdCl2(PPh3)2). Solvent: O (water), O (water), C(C)O (ethanol). Reaction conditions: temperature 80 celsius. Yields the product ClC1=NC(=CC(=C1)Cl)C1=CC=C(C=C1)OC1=CC=C(C=C1)F (2,4-dichloro-6-[4-(4-fluoro-phenoxy)-phenyl]-pyridine), solid. Isolated yield 31.4%. RXN SMILES: B(O)O.[F:4][C:5]1[CH:25]=[CH:24][C:8]([O:9][C:10]2[CH:15]=[CH:14][C:13](CC(C(O)(C)C)(C)O)=[CH:12][CH:11]=2)=[CH:7][CH:6]=1.Cl[C:27]1[CH:32]=[C:31]([Cl:33])[CH:30]=[C:29]([Cl:34])[N:28]=1.C(=O)([O-])[O-].[Na+].[Na+].C(COC)OC>O.Cl[Pd](Cl)([P](C1C=CC=CC=1)(C1C=CC=CC=1)C1C=CC=CC=1)[P](C1C=CC=CC=1)(C1C=CC=CC=1)C1C=CC=CC=1.C(O)C>[Cl:34][C:29]1[CH:30]=[C:31]([Cl:33])[CH:32]=[C:27]([C:13]2[CH:12]=[CH:11][C:10]([O:9][C:8]3[CH:7]=[CH:6][C:5]([F:4])=[CH:25][CH:24]=3)=[CH:15][CH:14]=2)[N:28]=1 |f:0.1,3.4.5,^1:50,69|. Reported procedure: As described in Scheme 7, in a 50-mL vial with a screw-top septum, 4-(4′-fluorophenoxy)phenyl pinacol boronate (compound A) (3 g, 9.55 mmol) was reacted with 2,4,6-trichloropyridine (compound B) (1.73 grams, 9.55 mmol, Sigma Aldrich), sodium carbonate (2 g, 19.1 mmol), and PdCl2(PPh3)2 (335 mg, 0.48 mmol, Sigma Aldrich), in a 20-mL solution of 2 parts dimethoxyethane, 1 part ethanol, and 2 parts water. The reaction mixture was heated to 80° C. overnight. When the reaction was complete as indicat...